This data is from the Open Reaction Database (ORD), a public repository of structured organic reaction records. The task is: describe an organic reaction: reactants, conditions, products, and yield Procedure: A 50-mL round-bottom flask under argon was charged with ethyl 3-(1-chlorophthalazin-6-yl)-4-methylbenzoate (106 mg, 0.32 mmol), iron(III) acetylacetonate (5.7 mg, 0.032 mmol), tetrahydrofuran (2.2 mL), and 1-methyl-2-pyrrolidinone (0.22 mL). Isopropylmagnesium chloride (0.24 mL, 0.49 mmol) was added via a syringe to the resulting red solution, causing an immediate color change to brown, and then finally to dark brown. The resulting mixture was stirred for 10 min, and the reaction was diluted wit... Yields the product C(C)(C)C1=NN=CC2=CC(=CC=C12)C=1C=C(C(=O)OCC)C=CC1C (Ethyl 3-(1-isopropylphthalazin-6-yl)4-methylbenzoate). The solvent is C(C)(=O)OCC (ethyl acetate). The reagents and catalysts are C/C(=C/C(=O)C)/[O-].C/C(=C/C(=O)C)/[O-].C/C(=C/C(=O)C)/[O-].[Fe+3] (iron(III) acetylacetonate). The reactants are ClC1=NN=CC2=CC(=CC=C12)C=1C=C(C(=O)OCC)C=CC1C (ethyl 3-(1-chlorophthalazin-6-yl)-4-methylbenzoate), O1CCCC1 (tetrahydrofuran), CN1C(CCC1)=O (1-methyl-2-pyrrolidinone), C(C)(C)[Mg]Cl (Isopropylmagnesium chloride). Conditions: time 10 minute. As a reaction SMILES: Cl[C:2]1[C:11]2[C:6](=[CH:7][C:8]([C:12]3[CH:13]=[C:14]([CH:20]=[CH:21][C:22]=3[CH3:23])[C:15]([O:17][CH2:18][CH3:19])=[O:16])=[CH:9][CH:10]=2)[CH:5]=[N:4][N:3]=1.O1C[CH2:27][CH2:26][CH2:25]1.CN1CCCC1=O.C([Mg]Cl)(C)C>C(OCC)(=O)C.C/C(/[O-])=C/C(C)=O.C/C(/[O-])=C/C(C)=O.C/C(/[O-])=C/C(C)=O.[Fe+3]>[CH:26]([C:2]1[C:11]2[C:6](=[CH:7][C:8]([C:12]3[CH:13]=[C:14]([CH:20]=[CH:21][C:22]=3[CH3:23])[C:15]([O:17][CH2:18][CH3:19])=[O:16])=[CH:9][CH:10]=2)[CH:5]=[N:4][N:3]=1)([CH3:27])[CH3:25] |f:5.6.7.8|. Starting materials: ice, C12(CC3CC(CC(C1)C3)C2)C(=O)NCCCCCCOS(=O)(=O)C2=CC=C(C=C2)C (Toluene-4-sulfonic acid 6-((adamantane-1-carbonyl)-amino)-hexyl ester), N1CCCC1 (pyrrolidine). Run in C(C)#N (acetonitrile). Conditions: time 20 hour. Product: N1(CCCC1)CCCCCCNC(=O)C12CC3CC(CC(C1)C3)C2 (Adamantane-1-carboxylic acid (6-pyrrolidin-1-yl-hexyl)amide). Yield: 100.0%. As a reaction SMILES: [C:1]12([C:11]([NH:13][CH2:14][CH2:15][CH2:16][CH2:17][CH2:18][CH2:19]OS(C3C=CC(C)=CC=3)(=O)=O)=[O:12])[CH2:10][CH:5]3[CH2:6][CH:7]([CH2:9][CH:3]([CH2:4]3)[CH2:2]1)[CH2:8]2.[NH:31]1[CH2:35][CH2:34][CH2:33][CH2:32]1>C(#N)C>[N:31]1([CH2:19][CH2:18][CH2:17][CH2:16][CH2:15][CH2:14][NH:13][C:11]([C:1]23[CH2:8][CH:7]4[CH2:6][CH:5]([CH2:4][CH:3]([CH2:9]4)[CH2:2]2)[CH2:10]3)=[O:12])[CH2:35][CH2:34][CH2:33][CH2:32]1. Procedure details: To an ice-cooled solution of the product from step b in acetonitrile (25 ml) was added pyrrolidine (6.41 ml, 76.8 mmol). The coolant was removed and the reaction mixture was stirred at ambient temperature for 20 h. The mixture was partitioned between ethyl acetate (100 ml) and water (100 ml). The aqueous phase was discarded and the organic phase extracted with aqueous 2M hydrochloric acid (100 ml). The organic phase was discarded and the aqueous phase was washed with further ethyl acetate (50 ml... The reactants are OC1=CC(=C(C(=O)OC)C=C1)OC (methyl 4-hydroxy-2-methoxybenzoate), C1(=CC=CC=C1)P(C1=CC=CC=C1)C1=CC=CC=C1 (triphenylphosphine), C(=O)(OC(C)(C)C)N[C@@H]1CC[C@H](CC1)O (N-Boc-trans-1-amino-4-cyclohexanol), N(=NC(=O)OCC)C(=O)OCC (diethyl azodicarboxylate). The solvent is C1CCOC1 (THF), C1CCOC1 (THF). Reaction conditions: temperature 0 celsius. Yields the product C(=O)(OC(C)(C)C)N[C@@H]1CC[C@@H](CC1)C(=O)OC1=CC(=C(C(=O)OC)C=C1)OC (methyl 4-[N-Boc-cis-1-amino-4-cyclohexanoyloxy]-2-methoxybenzoate). As a reaction SMILES: [OH:1][C:2]1[CH:11]=[CH:10][C:5]([C:6]([O:8][CH3:9])=[O:7])=[C:4]([O:12][CH3:13])[CH:3]=1.C1(P(C2C=CC=CC=2)C2C=CC=CC=2)C=CC=CC=1.[C:33]([NH:40][C@H:41]1[CH2:46][CH2:45][C@H:44](O)[CH2:43][CH2:42]1)([O:35][C:36]([CH3:39])([CH3:38])[CH3:37])=[O:34].N(C(OCC)=O)=N[C:50](OCC)=[O:51]>C1COCC1>[C:33]([NH:40][C@H:41]1[CH2:46][CH2:45][C@@H:44]([C:50]([O:1][C:2]2[CH:11]=[CH:10][C:5]([C:6]([O:8][CH3:9])=[O:7])=[C:4]([O:12][CH3:13])[CH:3]=2)=[O:51])[CH2:43][CH2:42]1)([O:35][C:36]([CH3:39])([CH3:38])[CH3:37])=[O:34]. Procedure: To a stirred solution of methyl 4-hydroxy-2-methoxybenzoate (1.09 g, 6.0 mmol) in dry THF (7 mL) was added triphenylphosphine (1.57 g, 6.0 mmol) and the solution was cooled to 0° C. A 4.0 mL volume of N-Boc-trans-1-amino-4-cyclohexanol (1 g, 4.0 mmol) and diethyl azodicarboxylate (945 μL, 6.0 mmol) in THF was added dropwise via addition funnel over 0.5 h. The reaction was filtered and the solvent was removed under reduced pressure. The residue was chromatographed on a silica gel column packed in... Reactants: COC(CCC1=C(C=C(C=C1)OCC(C)C1=C(N=C(O1)C1=CC=C(C=C1)B1OC(C(O1)(C)C)(C)C)C(C)C)C)=O (3-[4-(2-{4-isopropyl-2-[4-(4,4,5,5-tetramethyl-[1,3,2]dioxaborolan-2-yl)-phenyl]-oxazol-5-yl}-propoxy)-2-methyl-phenyl]-propionic acid methyl ester), C(=O)([O-])[O-].[Na+].[Na+] (Na2CO3), BrC1=NC=CC=N1 (2-bromopyrimidine). The reagents and catalysts are C1=CC=C(C=C1)P([C-]2C=CC=C2)C3=CC=CC=C3.C1=CC=C(C=C1)P([C-]2C=CC=C2)C3=CC=CC=C3.Cl[Pd]Cl.[Fe+2] (Pd(dppf)Cl2). Solvent: C1(=CC=CC=C1)C (toluene). Run at temperature 90 celsius. Product: C(C)(C)C=1N=C(OC1C(COC1=CC(=C(C=C1)CCC(=O)O)C)C)C1=CC=C(C=C1)C1=NC=CC=N1 (3-(4-{2-[4-Isopropyl-2-(4-pyrimidin-2-yl-phenyl)-oxazol-5-yl]-propoxy}-2-methyl-phenyl)-propionic acid). Reaction SMILES: C[O:2][C:3](=[O:40])[CH2:4][CH2:5][C:6]1[CH:11]=[CH:10][C:9]([O:12][CH2:13][CH:14]([C:16]2[O:20][C:19]([C:21]3[CH:26]=[CH:25][C:24](B4OC(C)(C)C(C)(C)O4)=[CH:23][CH:22]=3)=[N:18][C:17]=2[CH:36]([CH3:38])[CH3:37])[CH3:15])=[CH:8][C:7]=1[CH3:39].C([O-])([O-])=O.[Na+].[Na+].Br[C:48]1[N:53]=[CH:52][CH:51]=[CH:50][N:49]=1>C1(C)C=CC=CC=1.C1C=CC(P(C2C=CC=CC=2)[C-]2C=CC=C2)=CC=1.C1C=CC(P(C2C=CC=CC=2)[C-]2C=CC=C2)=CC=1.Cl[Pd]Cl.[Fe+2]>[CH:36]([C:17]1[N:18]=[C:19]([C:21]2[CH:22]=[CH:23][C:24]([C:48]3[N:53]=[CH:52][CH:51]=[CH:50][N:49]=3)=[CH:25][CH:26]=2)[O:20][C:16]=1[CH:14]([CH3:15])[CH2:13][O:12][C:9]1[CH:10]=[CH:11][C:6]([CH2:5][CH2:4][C:3]([OH:40])=[O:2])=[C:7]([CH3:39])[CH:8]=1)([CH3:37])[CH3:38] |f:1.2.3,6.7.8.9|. Procedure details: A solution of 3-[4-(2-{4-isopropyl-2-[4-(4,4,5,5-tetramethyl-[1,3,2]dioxaborolan-2-yl)-phenyl]-oxazol-5-yl}-propoxy)-2-methyl-phenyl]-propionic acid methyl ester (91 mg, 0.166 mmol) in toluene (4.0 mL) is bubbled with nitrogen gas for 10 minutes. To this, Pd(dppf)Cl2 (10 mg), Na2CO3 (1.0 mL, 2.0 M), 2-bromopyrimidine (53 mg, 0.333 mmol) are added. The resulting suspension is stirred and heated at 90° C. for 48 hours. It is then concentrated, purified on silica gel chromatography column with 20–4... Reactants: S(=O)(Cl)Cl (Thionyl chloride), ClC=1C=C(C=CC1Cl)CCS(=O)(=O)[O-].[Na+] (sodium 2-(3,4-dichloro-phenyl)-ethanesulfonate), C1=CC=CC=C1 (benzene). Solvent: CN(C=O)C (N,N-dimethylformamide). Yields the product ClC=1C=C(C=CC1Cl)CCS(=O)(=O)Cl (2-(3,4-Dichloro-phenyl)-ethanesulfonyl chloride). The yield is 70.1%. Reaction SMILES: S(Cl)([Cl:3])=O.[Cl:5][C:6]1[CH:7]=[C:8]([CH2:13][CH2:14][S:15]([O-:18])(=O)=[O:16])[CH:9]=[CH:10][C:11]=1[Cl:12].[Na+].C1C=CC=CC=1>CN(C)C=O>[Cl:5][C:6]1[CH:7]=[C:8]([CH2:13][CH2:14][S:15]([Cl:3])(=[O:18])=[O:16])[CH:9]=[CH:10][C:11]=1[Cl:12] |f:1.2|. Reported procedure: Thionyl chloride (1.15 mL, 15.83 mmol) was added dropwise to a suspension of sodium 2-(3,4-dichloro-phenyl)-ethanesulfonate (3.17 g, 11.47 mmol) in a mixture of anhydrous benzene (50 mL) and anhydrous N,N-dimethylformamide (1 mL) at 0° C. The reaction mixture was allowed to warm slowly to room temperature and was then heated at 80° C. for 18 hours. The reaction mixture was cooled to room temperature and filtered through a pad of Celite. The solids were washed with benzene and the combined filtra... The reactants are Brc1ccc(OCCN2CCCC2)cc1, O=C([O-])[O-], CC#N, [Cs+], [Cs+], COC(=O)c1cnc(N)nc1, C1COCCO1, O=C(C=Cc1ccccc1)C=Cc1ccccc1, O=C(C=Cc1ccccc1)C=Cc1ccccc1, O=C(C=Cc1ccccc1)C=Cc1ccccc1, [Pd], [Pd]. Product: COC(=O)c1cnc(Nc2ccc(OCCN3CCCC3)cc2)nc1. Reaction SMILES: [Br:12][c:13]1[cH:14][cH:15][c:16]([O:17][CH2:18][CH2:19][N:20]2[CH2:21][CH2:22][CH2:23][CH2:24]2)[cH:25][cH:26]1.[C:27](=[O:28])([O-:29])[O-:30].[CH3:95][C:96]#[N:97].[Cs+:31].[Cs+:32].[NH2:1][c:2]1[n:3][cH:4][c:5]([C:8](=[O:9])[O:10][CH3:11])[cH:6][n:7]1.[O:33]1[CH2:34][CH2:35][O:36][CH2:37][CH2:38]1.[O:41]=[C:42]([CH:43]=[CH:44][c:45]1[cH:46][cH:47][cH:48][cH:49][cH:50]1)[CH:51]=[CH:52][c:53]1[cH:54][cH:55][cH:56][cH:57][cH:58]1.[O:59]=[C:60]([CH:61]=[CH:62][c:63]1[cH:64][cH:65][cH:66][cH:67][cH:68]1)[CH:69]=[CH:70][c:71]1[cH:72][cH:73][cH:74][cH:75][cH:76]1.[O:77]=[C:78]([CH:79]=[CH:80][c:81]1[cH:82][cH:83][cH:84][cH:85][cH:86]1)[CH:87]=[CH:88][c:89]1[cH:90][cH:91][cH:92][cH:93][cH:94]1.[Pd:39].[Pd:40]>>[NH:1]([c:2]1[n:3][cH:4][c:5]([C:8](=[O:9])[O:10][CH3:11])[cH:6][n:7]1)[c:13]1[cH:14][cH:15][c:16]([O:17][CH2:18][CH2:19][N:20]2[CH2:21][CH2:22][CH2:23][CH2:24]2)[cH:25][cH:26]1. Reactants: Cc1ccccc1, O=C(c1ccccc1C(F)(F)F)N1CCN(c2ccc(Cl)nn2)CC1, [H-], [Na+], O, OCCc1ccccc1. Yields the product O=C(c1ccccc1C(F)(F)F)N1CCN(c2ccc(OCCc3ccccc3)nn2)CC1. RXN SMILES: [CH3:38][c:39]1[cH:40][cH:41][cH:42][cH:43][cH:44]1.[Cl:1][c:2]1[cH:3][cH:4][c:5]([N:8]2[CH2:9][CH2:10][N:11]([C:14](=[O:15])[c:16]3[c:17]([C:22]([F:23])([F:24])[F:25])[cH:18][cH:19][cH:20][cH:21]3)[CH2:12][CH2:13]2)[n:6][n:7]1.[H-:35].[Na+:36].[OH2:37].[OH:26][CH2:27][CH2:28][c:29]1[cH:30][cH:31][cH:32][cH:33][cH:34]1>>[c:2]1([O:26][CH2:27][CH2:28][c:29]2[cH:30][cH:31][cH:32][cH:33][cH:34]2)[cH:3][cH:4][c:5]([N:8]2[CH2:9][CH2:10][N:11]([C:14](=[O:15])[c:16]3[c:17]([C:22]([F:23])([F:24])[F:25])[cH:18][cH:19][cH:20][cH:21]3)[CH2:12][CH2:13]2)[n:6][n:7]1. The reactants are ClC1=CC(=C(C=C1)[N+](=O)[O-])F (4-chloro-2-fluoro-nitrobenzene), CN1CCNCC1 (1-methylpiperazine), C(=O)([O-])[O-].[K+].[K+] (K2CO3). The solvent is CN(C)C=O (DMF), O (water), CCOC(=O)C (EtOAc). Run at temperature 100 celsius, time 16 hour. The product is ClC=1C=CC(=C(C1)N1CCN(CC1)C)[N+](=O)[O-] (1-(5-Chloro-2-nitrophenyl)-4-methylpiperazine). Reaction SMILES: [Cl:1][C:2]1[CH:7]=[CH:6][C:5]([N+:8]([O-:10])=[O:9])=[C:4](F)[CH:3]=1.[CH3:12][N:13]1[CH2:18][CH2:17][NH:16][CH2:15][CH2:14]1.C([O-])([O-])=O.[K+].[K+]>CN(C=O)C.O.CCOC(C)=O>[Cl:1][C:2]1[CH:7]=[CH:6][C:5]([N+:8]([O-:10])=[O:9])=[C:4]([N:16]2[CH2:17][CH2:18][N:13]([CH3:12])[CH2:14][CH2:15]2)[CH:3]=1 |f:2.3.4|. Procedure: A mixture of 4-chloro-2-fluoro-nitrobenzene (28.5 mmol), 1-methylpiperazine (28.5 mmol) and K2CO3 (37.0 mmol) in DMF is stirred at 100° C. for 16 h and diluted with water and EtOAc. The phases are separated and the aqueous phase is extracted with EtOAc. The organic phase and the extracts are combined, washed sequentially with water and brine, dried over Na2SO4 and dried in vacuo. The resultant residue is chromatographed (silica gel, 10% methanol in EtOAc as eluent) to afford the title product.